This data is from the Open Reaction Database (ORD), a public repository of structured organic reaction records. The task is: describe an organic reaction: reactants, conditions, products, and yield Starting materials: C(=O)([O-])[O-].[K+].[K+] (K2CO3), N1CC(CCC1)O (3-piperidinol), BrCC(=O)N1CCC2=CC(=C(C=C12)[N+](=O)[O-])OC (1-(bromoacetyl)-5-(methyloxy)-6-nitro-2,3-dihydro-1H-indole). Run in ClCCl (dichloromethane), ClCCl (dichloromethane), O (water). Conditions: time 8 hour. The product is NC1=C(C=C2CCN(C2=C1)C(CN1CC(CCC1)O)=O)OC (1-{2-[6-amino-5-(methyloxy)-2,3-dihydro-1H-indol-1-yl]-2-oxoethyl}-3-piperidinol). Yield: 77.4%. As a reaction SMILES: Br[CH2:2][C:3]([N:5]1[C:13]2[C:8](=[CH:9][C:10]([O:17][CH3:18])=[C:11]([N+:14]([O-])=O)[CH:12]=2)[CH2:7][CH2:6]1)=[O:4].C([O-])([O-])=O.[K+].[K+].[NH:25]1[CH2:30][CH2:29][CH2:28][CH:27]([OH:31])[CH2:26]1>ClCCl.O>[NH2:14][C:11]1[CH:12]=[C:13]2[C:8]([CH2:7][CH2:6][N:5]2[C:3](=[O:4])[CH2:2][N:25]2[CH2:30][CH2:29][CH2:28][CH:27]([OH:31])[CH2:26]2)=[CH:9][C:10]=1[O:17][CH3:18] |f:1.2.3|. Procedure: The 1-(bromoacetyl)-5-(methyloxy)-6-nitro-2,3-dihydro-1H-indole (4.0 g, 12.7 mmol) was dissolved in 50 mL of dichloromethane, then K2CO3 (4.4 g, 31.7 mmol) and 3-piperidinol (1.54 g, 15.2 mmol) in 10 mL dichloromethane were added, the reaction was stirred at RT overnight. The reaction mixture was diluted with 100 mL of water, the organic solvents were washed with water (2×100 mL), dried over Na2SO4 and the solvent was removed under reduced pressure. The resulting residue was dissolved in 10 mL o... Starting materials: Cl (HCl), COC=1C=C(C=C(C1OC)OC)CC(CC1=CC(=C(C(=C1)OC)OC)OC)(C(=O)OC)C(=O)OC (dimethyl 1,3-bis(3,4,5-trimethoxyphenyl)propane-2,2-dicarboxylate), FC(C(=O)O)(F)F (trifluoroacetic acid), ferric perchlorate. Solvent: C(C)(=O)OCC (ethyl acetate), ClCCl (dichloromethane). Reaction conditions: time 2 hour. Yields the product COC1=C(C(=CC2=C1C1=C(CC(C2)(C(=O)OC)C(=O)OC)C=C(C(=C1OC)OC)OC)OC)OC (dimethyl 6,7-dihydro-1,2,3,9,10,11-hexamethoxy-5H-dibenzo[a,c]cycloheptene-6,6-dicarboxylate), solid. Isolated yield 92.0%. As a reaction SMILES: [CH3:1][O:2][C:3]1[CH:4]=[C:5]([CH2:13][C:14]([C:32]([O:34][CH3:35])=[O:33])([C:28]([O:30][CH3:31])=[O:29])[CH2:15][C:16]2[CH:21]=[C:20]([O:22][CH3:23])[C:19]([O:24][CH3:25])=[C:18]([O:26][CH3:27])[CH:17]=2)[CH:6]=[C:7]([O:11][CH3:12])[C:8]=1[O:9][CH3:10].FC(F)(F)C(O)=O.Cl>ClCCl.C(OCC)(=O)C>[CH3:1][O:2][C:3]1[C:4]2[C:17]3[C:18]([O:26][CH3:27])=[C:19]([O:24][CH3:25])[C:20]([O:22][CH3:23])=[CH:21][C:16]=3[CH2:15][C:14]([C:32]([O:34][CH3:35])=[O:33])([C:28]([O:30][CH3:31])=[O:29])[CH2:13][C:5]=2[CH:6]=[C:7]([O:11][CH3:12])[C:8]=1[O:9][CH3:10]. Procedure: Dissolved in 4 ml of dichloromethane were 200 mg (0.41 mmol) of dimethyl 1,3-bis(3,4,5-trimethoxyphenyl)propane-2,2-dicarboxylate. The solution was added with 0.4 ml of trifluoroacetic acid and 580 mg (1.25 mmol) of ferric perchlorate, followed by stirring at room temperature for 2 hours. After the reaction mixture was added with 2N-HCl and then dissolved in 20 ml of ethyl acetate, the water layer was removed. The organic layer was washed with water and then with saturated NaHCO3, and then was d... Starting materials: CCCCCBr, CCO, CC[O-], [Na+], Oc1ccccc1. The product is CCCCCOc1ccccc1. RXN SMILES: [Br:12][CH2:13][CH2:14][CH2:15][CH2:16][CH3:17].[CH3:18][CH2:19][OH:20].[CH3:9][CH2:10][O-:11].[Na+:8].[OH:1][c:2]1[cH:3][cH:4][cH:5][cH:6][cH:7]1>>[O:1]([c:2]1[cH:3][cH:4][cH:5][cH:6][cH:7]1)[CH2:13][CH2:14][CH2:15][CH2:16][CH3:17]. Reactants: NC=1C=CC(=C2CN(C(C12)=O)C)C1CCC(CC1)N(C)C (7-amino-4-[4-(dimethylamino)cyclohexyl]-2-methyl-2,3-dihydro-1H-isoindol-1-one), NC=1C=CC(=C2CN(C(C12)=O)C)C1CCC(CC1)=O (7-amino-2-methyl-4-(4-oxocyclohexyl)-2,3-dihydro-1H-isoindol-1-one), C(C)(=O)N1CCNCC1 (1-acetylpiperazine). Procedure: The title product was prepared according to the procedure for Compound 233A using 7-amino-2-methyl-4-(4-oxocyclohexyl)-2,3-dihydro-1H-isoindol-1-one and 1-acetylpiperazine. 1H NMR (CDCl3, 400 MHz): δ=1.80-1.98 (m, 3 H), 2.01-2.14 (m, 6 H), 2.25 (d, J=19.20 Hz, 1 H), 2.42-2.62 (m, 5 H), 3.12-3.17 (m, 3 H), 3.45-3.70 (m, 4 H), 4.28-4.33 (m, 2 H), 5.10 (br. s., 2 H), 6.58 (d, J=8.08 Hz, 1 H), 7.17 (d, J=8.34 Hz, 1 H). MS (ES+): m/z 371.26 [MH+] (TOF, polar). Reaction SMILES: [NH2:1][C:2]1[CH:3]=[CH:4][C:5]([CH:13]2[CH2:18][CH2:17][CH:16]([N:19]([CH3:21])[CH3:20])[CH2:15][CH2:14]2)=[C:6]2[C:10]=1[C:9](=[O:11])[N:8]([CH3:12])[CH2:7]2.NC1C=CC(C2CCC(=O)CC2)=C2[C:31]=1[C:30](=[O:32])[N:29]([CH3:33])[CH2:28]2.C(N1CCNCC1)(=O)C>>[C:30]([N:29]1[CH2:33][CH2:21][N:19]([CH:16]2[CH2:17][CH2:18][CH:13]([C:5]3[CH:4]=[CH:3][C:2]([NH2:1])=[C:10]4[C:6]=3[CH2:7][N:8]([CH3:12])[C:9]4=[O:11])[CH2:14][CH2:15]2)[CH2:20][CH2:28]1)(=[O:32])[CH3:31]. Yields the product C(C)(=O)N1CCN(CC1)C1CCC(CC1)C1=C2CN(C(C2=C(C=C1)N)=O)C (4-[4-(4-acetylpiperazin-1-yl)cyclohexyl]-7-amino-2-methyl-2,3-dihydro-1H-isoindol-1-one). Starting materials: C(C)OC(=O)C=1N(C2=CC=C(C=C2C1Cl)B(O)O)C1=CC=C(C=C1)OC(C)C (3-chloro-5-(dihydroxyboryl)-1-(4-isopropoxyphenyl)-1H-indole-2-carboxylic acid ethyl ester), BrC1=NC=C(C=C1)C(F)(F)F (2-bromo-5-(trifluoromethyl)pyridine), C([O-])([O-])=O.[Na+].[Na+] (sodium carbonate), CCO (EtOH). Reagents/catalysts: C=1C=CC(=CC1)[P](C=2C=CC=CC2)(C=3C=CC=CC3)[Pd]([P](C=4C=CC=CC4)(C=5C=CC=CC5)C=6C=CC=CC6)([P](C=7C=CC=CC7)(C=8C=CC=CC8)C=9C=CC=CC9)[P](C=1C=CC=CC1)(C=1C=CC=CC1)C=1C=CC=CC1 (Pd(PPh3)4). Run in C1(=CC=CC=C1)C (toluene), CCOC(=O)C (EtOAc). Run at temperature 85 celsius. The product is C(C)OC(=O)C=1N(C2=CC=C(C=C2C1Cl)C1=NC=C(C=C1)C(F)(F)F)C1=CC=C(C=C1)OC(C)C (3-Chloro-1-(4-isopropoxyphenyl)-5-(5-trifluoromethylpyrid-2-yl)-1H-indole-2-carboxylic acid ethyl ester). Isolated yield 95.0%. Reaction SMILES: [CH2:1]([O:3][C:4]([C:6]1[N:7]([C:19]2[CH:24]=[CH:23][C:22]([O:25][CH:26]([CH3:28])[CH3:27])=[CH:21][CH:20]=2)[C:8]2[C:13]([C:14]=1[Cl:15])=[CH:12][C:11](B(O)O)=[CH:10][CH:9]=2)=[O:5])[CH3:2].Br[C:30]1[CH:35]=[CH:34][C:33]([C:36]([F:39])([F:38])[F:37])=[CH:32][N:31]=1.C(=O)([O-])[O-].[Na+].[Na+].CCO>CCOC(C)=O.C1C=CC([P]([Pd]([P](C2C=CC=CC=2)(C2C=CC=CC=2)C2C=CC=CC=2)([P](C2C=CC=CC=2)(C2C=CC=CC=2)C2C=CC=CC=2)[P](C2C=CC=CC=2)(C2C=CC=CC=2)C2C=CC=CC=2)(C2C=CC=CC=2)C2C=CC=CC=2)=CC=1.C1(C)C=CC=CC=1>[CH2:1]([O:3][C:4]([C:6]1[N:7]([C:19]2[CH:24]=[CH:23][C:22]([O:25][CH:26]([CH3:28])[CH3:27])=[CH:21][CH:20]=2)[C:8]2[C:13]([C:14]=1[Cl:15])=[CH:12][C:11]([C:30]1[CH:35]=[CH:34][C:33]([C:36]([F:39])([F:38])[F:37])=[CH:32][N:31]=1)=[CH:10][CH:9]=2)=[O:5])[CH3:2] |f:2.3.4,^1:58,60,79,98|. Reported procedure: A stirred mixture of 3-chloro-5-(dihydroxyboryl)-1-(4-isopropoxyphenyl)-1H-indole-2-carboxylic acid ethyl ester (200 mg, 0.50 mmol; see step (b) above), 2-bromo-5-(trifluoromethyl)pyridine (170 mg, 0.75 mmol), sodium carbonate (2M in water, 0.75 mL, 1.5 mmol), Pd(PPh3)4 (29 mg, 0.025 mmol), EtOH (0.4 mL) and toluene (1.6 mL) was heated at 85° C. for 3 h. The reaction was diluted with EtOAc, washed with brine, dried over MgSO4, concentrated and purified by chromatography to give the sub-title com... Starting materials: FC(C(O)(C=1C=C2CCNC2=CC1)C(F)(F)F)F (α-(difluoromethyl)-α-(trifluoromethyl)-2,3-dihydro-1H-indole-5-methanol), FC(C(O)(C=1C=C2CCN(C2=CC1)C(CC(C)=O)=O)C(F)(F)F)F (α-(difluoromethyl)-α-(trifluoromethyl)-1-(1,3-dioxobutyl)-2,3-dihydro-1H-indole-5-methanol). The solvent is S(O)(O)(=O)=O (sulfuric acid). Product: FC(C(C(F)(F)F)(O)C=1C=C2C(=CC(N3C2=C(C1)CC3)=O)C)F (1,2-dihydro-8-[2,2,-difluoro-1-hydroxy-1-(trifluoromethyl)ethyl]-6-methyl-4H-pyrrolo[3,2,1-ij]quinolin-4-one). Reaction SMILES: [F:1][CH:2]([F:18])[C:3]([C:14]([F:17])([F:16])[F:15])([C:5]1[CH:6]=[C:7]2[C:11](=[CH:12][CH:13]=1)[NH:10][CH2:9][CH2:8]2)[OH:4].FC(F)[C:21](C(F)(F)F)([C:23]1C=C2C(=[CH:30][CH:31]=1)N(C(=O)CC(=O)C)CC2)[OH:22]>S(=O)(=O)(O)O>[F:18][CH:2]([F:1])[C:3]([C:5]1[CH:13]=[C:12]2[C:11]3=[C:7]([CH2:8][CH2:9][N:10]3[C:21](=[O:22])[CH:23]=[C:31]2[CH3:30])[CH:6]=1)([OH:4])[C:14]([F:17])([F:15])[F:16]. Reported procedure: By the method of Example 7, α-(difluoromethyl)-α-(trifluoromethyl)-2,3-dihydro-1H-indole-5-methanol is converted to α-(difluoromethyl)-α-(trifluoromethyl)-1-(1,3-dioxobutyl)-2,3-dihydro-1H-indole-5-methanol, m.p. 140°-143°, which is cyclized by heating in sulfuric acid to give 1,2-dihydro-8-[2,2,-difluoro-1-hydroxy-1-(trifluoromethyl)ethyl]-6-methyl-4H-pyrrolo[3,2,1-ij]quinolin-4-one, m.p. 317°-318°. The reactants are O=C(Nc1ccc(Cl)c(Cl)c1)c1cc(C(F)(F)F)cc(Br)c1N1CCCCC1, N#C[Cu], CN(C)C=O, O, c1ccc(P(c2ccccc2)(c2ccccc2)[Pd](P(c2ccccc2)(c2ccccc2)c2ccccc2)(P(c2ccccc2)(c2ccccc2)c2ccccc2)P(c2ccccc2)(c2ccccc2)c2ccccc2)cc1. The product is N#Cc1cc(C(F)(F)F)cc(C(=O)Nc2ccc(Cl)c(Cl)c2)c1N1CCCCC1. RXN SMILES: [Br:1][c:2]1[c:3]([N:23]2[CH2:24][CH2:25][CH2:26][CH2:27][CH2:28]2)[c:4]([C:5](=[O:6])[NH:7][c:8]2[cH:9][c:10]([Cl:15])[c:11]([Cl:14])[cH:12][cH:13]2)[cH:16][c:17]([C:19]([F:20])([F:21])[F:22])[cH:18]1.[Cu:29][C:30]#[N:31].[O:33]=[CH:34][N:35]([CH3:36])[CH3:37].[OH2:32].[cH:38]1[cH:39][cH:40][c:41]([P:42]([Pd:43]([P:44]([c:45]2[cH:46][cH:47][cH:48][cH:49][cH:50]2)([c:51]2[cH:52][cH:53][cH:54][cH:55][cH:56]2)[c:57]2[cH:58][cH:59][cH:60][cH:61][cH:62]2)([P:63]([c:64]2[cH:65][cH:66][cH:67][cH:68][cH:69]2)([c:70]2[cH:71][cH:72][cH:73][cH:74][cH:75]2)[c:76]2[cH:77][cH:78][cH:79][cH:80][cH:81]2)[P:82]([c:83]2[cH:84][cH:85][cH:86][cH:87][cH:88]2)([c:89]2[cH:90][cH:91][cH:92][cH:93][cH:94]2)[c:95]2[cH:96][cH:97][cH:98][cH:99][cH:100]2)([c:101]2[cH:102][cH:103][cH:104][cH:105][cH:106]2)[c:107]2[cH:108][cH:109][cH:110][cH:111][cH:112]2)[cH:113][cH:114]1>>[c:2]1([C:30]#[N:31])[c:3]([N:23]2[CH2:24][CH2:25][CH2:26][CH2:27][CH2:28]2)[c:4]([C:5](=[O:6])[NH:7][c:8]2[cH:9][c:10]([Cl:15])[c:11]([Cl:14])[cH:12][cH:13]2)[cH:16][c:17]([C:19]([F:20])([F:21])[F:22])[cH:18]1.